This data is from the Open Reaction Database (ORD), a public repository of structured organic reaction records. The task is: describe an organic reaction: reactants, conditions, products, and yield Starting materials: C(CCC)OC1=NC(=C2N=C(N(C2=N1)CCCCC1CCNCC1)OC)N (2-(butyloxy)-8-(methyloxy)-9-[4-(4-piperidinyl)butyl]-9H-purin-6-amine), IC(C)C (2-iodopropane). Yields the product NC1=C2NC(N(C2=NC(=N1)OCCCC)CCCCC1CCN(CC1)C(C)C)=O (6-Amino-2-(butyloxy)-9-{4-[1-(1-methylethyl)-4-piperidinyl]butyl}-7,9-dihydro-8H-purin-8-one). RXN SMILES: [CH2:1]([O:5][C:6]1[N:14]=[C:13]2[C:9]([N:10]=[C:11]([O:25]C)[N:12]2[CH2:15][CH2:16][CH2:17][CH2:18][CH:19]2[CH2:24][CH2:23][NH:22][CH2:21][CH2:20]2)=[C:8]([NH2:27])[N:7]=1)[CH2:2][CH2:3][CH3:4].I[CH:29]([CH3:31])[CH3:30]>>[NH2:27][C:8]1[N:7]=[C:6]([O:5][CH2:1][CH2:2][CH2:3][CH3:4])[N:14]=[C:13]2[C:9]=1[NH:10][C:11](=[O:25])[N:12]2[CH2:15][CH2:16][CH2:17][CH2:18][CH:19]1[CH2:24][CH2:23][N:22]([CH:29]([CH3:31])[CH3:30])[CH2:21][CH2:20]1. Procedure details: Prepared similarly to Example 82 from 2-(butyloxy)-8-(methyloxy)-9-[4-(4-piperidinyl)butyl]-9H-purin-6-amine and 2-iodopropane.